From a dataset of the Open Reaction Database (ORD), a public repository of structured organic reaction records. describe an organic reaction: reactants, conditions, products, and yield Starting materials: C(C1=CC=C(C(=O)OC2CC(NC(C2)(C)C)(C)C)C=C1)(=O)OC1CC(NC(C1)(C)C)(C)C (di-(2,2,6,6-tetramethylpiperidin-4-yl) terephthalate), C(C)C1=CC=CC=C1 (ethylbenzene), O (water), C(C)(C)(C)OO (t-Butyl hydroperoxide). The reagents and catalysts are [Mo](=O)(=O)=O (molybdenum trioxide). Run at time 6 hour. The product is C(C1=CC=C(C(=O)OC2CC(N(C(C2)(C)C)OC(C2=CC=CC=C2)C)(C)C)C=C1)(=O)OC1CC(N(C(C1)(C)C)OC(C1=CC=CC=C1)C)(C)C (Di-(1-alpha-methylbenzyloxy-2,2,6,6-tetramethylpiperidin-4-yl) Terephthalate). Yield: 87.0%. As a reaction SMILES: [C:1]([O:22][CH:23]1[CH2:28][C:27]([CH3:30])([CH3:29])[NH:26][C:25]([CH3:32])([CH3:31])[CH2:24]1)(=[O:21])[C:2]1[CH:20]=[CH:19][C:5]([C:6]([O:8][CH:9]2[CH2:14][C:13]([CH3:16])([CH3:15])[NH:12][C:11]([CH3:18])([CH3:17])[CH2:10]2)=[O:7])=[CH:4][CH:3]=1.[CH2:33]([C:35]1[CH:40]=[CH:39][CH:38]=[CH:37][CH:36]=1)[CH3:34].[C:41]([O:45]O)(C)([CH3:43])[CH3:42].[OH2:47]>[Mo](=O)(=O)=O>[C:6]([O:8][CH:9]1[CH2:10][C:11]([CH3:18])([CH3:17])[N:12]([O:45][CH:41]([CH3:43])[C:42]2[CH:19]=[CH:20][CH:2]=[CH:3][CH:4]=2)[C:13]([CH3:15])([CH3:16])[CH2:14]1)(=[O:7])[C:5]1[CH:4]=[CH:3][C:2]([C:1]([O:22][CH:23]2[CH2:24][C:25]([CH3:32])([CH3:31])[N:26]([O:47][CH:33]([CH3:34])[C:35]3[CH:40]=[CH:39][CH:38]=[CH:37][CH:36]=3)[C:27]([CH3:30])([CH3:29])[CH2:28]2)=[O:21])=[CH:20][CH:19]=1. Procedure: A suspension of 40.0 g (90.0 mmol) of di-(2,2,6,6-tetramethylpiperidin-4-yl) terephthalate, 2.0 g of molybdenum trioxide, and 250 ml of ethylbenzene is heated to 110° C. t-Butyl hydroperoxide (70%, 69.5 g, 540 mmol) is rapidly added. No reaction is visible until water is removed by azeotropic distillation and the internal temperature reaches 115° C. Heating is continued for 6 hours. The nearly colorless reaction mixture is allowed to cool, then filtered and evaporated to yield a pink solid. The ... The reactants are COC1=CC(=C(C=C1OC)CCCC(=O)O)[N+](=O)[O-] (4-(4,5-dimethoxy-2-nitrophenyl)butanoic acid), C1(=CC=CC=C1)S (thiophenol), [H-].[Na+] (NaH), [H-].[Na+] (NaH), O (water). Run in CN(C=O)C (N,N-dimethylformamide). Conditions: temperature 145 celsius, time 3 hour. Yields the product OC=1C(=CC(=C(C1)CCCC(=O)O)[N+](=O)[O-])OC (4-(5-HYDROXY-4-METHOXY-2-NITROPHENYL)BUTANOIC ACID). Reaction SMILES: [CH3:1][O:2][C:3]1[C:8]([O:9]C)=[CH:7][C:6]([CH2:11][CH2:12][CH2:13][C:14]([OH:16])=[O:15])=[C:5]([N+:17]([O-:19])=[O:18])[CH:4]=1.C1(S)C=CC=CC=1.[H-].[Na+].O>CN(C)C=O>[OH:9][C:8]1[C:3]([O:2][CH3:1])=[CH:4][C:5]([N+:17]([O-:19])=[O:18])=[C:6]([CH2:11][CH2:12][CH2:13][C:14]([OH:16])=[O:15])[CH:7]=1 |f:2.3|. Reported procedure: To a solution of 4-(4,5-dimethoxy-2-nitrophenyl)butanoic acid (4.75 g) and thiophenol (2 g) in N,N-dimethylformamide (40 ml) was added NaH dispersion (1.1 g, 80% NaH in mineral oil). The mixture was stirred under nitrogen at 140-150° C. for three hours, poured into cold water and acidified. The solid was filtered, washed with water and dried under vacuum. Finally, the product was triturated with diethyl ether. Yield: 3.37 g. Starting materials: CC([C@@H](C=O)OCOCC[Si](C)(C)C)C (3-methyl-2-(S)-(2-trimethylsilylethyloxy)methyloxybutanal), N[C@@H](C)C(=O)OC (L-Alanine, methyl ester), C(=O)(O)[O-].[Na+] (NaHCO3), C(#N)[BH3-].[Na+] (Sodium cyanoborohydride). Solvent: CO (methanol). Reaction conditions: time 17 hour. Yields the product CC([C@@H](CN[C@@H](C)C(=O)OC)OCOCC[Si](C)(C)C)C (N-(3-methyl-2-(S)-(2-trimethylsilylethyloxy)methyloxybutyl)-L-alanine, methyl ester). Reaction SMILES: [CH3:1][CH:2]([CH3:15])[C@H:3]([O:6][CH2:7][O:8][CH2:9][CH2:10][Si:11]([CH3:14])([CH3:13])[CH3:12])[CH:4]=O.[NH2:16][C@H:17]([C:19]([O:21][CH3:22])=[O:20])[CH3:18].C([BH3-])#N.[Na+].C([O-])(O)=O.[Na+]>CO>[CH3:15][CH:2]([CH3:1])[C@H:3]([O:6][CH2:7][O:8][CH2:9][CH2:10][Si:11]([CH3:12])([CH3:13])[CH3:14])[CH2:4][NH:16][C@H:17]([C:19]([O:21][CH3:22])=[O:20])[CH3:18] |f:2.3,4.5|. Reported procedure: 3-methyl-2-(S)-(2-trimethylsilylethyloxy)methyloxybutanal (1.0 eq) was stirred in methanol at room temperature with L-Alanine, methyl ester (0.8 eq; Bachem). Sodium cyanoborohydride (0.5 eq) was added to the solution, and the reaction was stirred for 17 hours. The reaction was made alkaline by addition of aqueous saturated NaHCO3 solution. The mixture was extracted with dichloromethane, dried over sodium sulfate, and concentrated in vacuo. The residue was purified via radial chromatography using... The reactants are FC(C1=CC=C(C=C1)C1=CC=CC(=N1)C(CCCC)OC1=CC=C(C=C1)CC(=O)OC)(F)F (methyl {4-[(1-{6-[4-(trifluoromethyl)phenyl]-2-pyridinyl}pentyl)oxy]phenyl}acetate), [OH-].[Na+] (NaOH). Solvent: C1CCOC1 (THF), CO (methanol). Reaction conditions: time 17 hour. Yields the product FC(C1=CC=C(C=C1)C1=CC=CC(=N1)C(CCCC)OC1=CC=C(C=C1)CC(=O)O)(F)F ({4-[(1 {6-[4-(Trifluoromethyl)phenyl]-2-pyridinyl}pentyl)oxy]phenyl}acetic acid). The yield is 98.3%. RXN SMILES: [F:1][C:2]([F:33])([F:32])[C:3]1[CH:8]=[CH:7][C:6]([C:9]2[N:14]=[C:13]([CH:15]([O:20][C:21]3[CH:26]=[CH:25][C:24]([CH2:27][C:28]([O:30]C)=[O:29])=[CH:23][CH:22]=3)[CH2:16][CH2:17][CH2:18][CH3:19])[CH:12]=[CH:11][CH:10]=2)=[CH:5][CH:4]=1.[OH-].[Na+]>C1COCC1.CO>[F:33][C:2]([F:1])([F:32])[C:3]1[CH:4]=[CH:5][C:6]([C:9]2[N:14]=[C:13]([CH:15]([O:20][C:21]3[CH:22]=[CH:23][C:24]([CH2:27][C:28]([OH:30])=[O:29])=[CH:25][CH:26]=3)[CH2:16][CH2:17][CH2:18][CH3:19])[CH:12]=[CH:11][CH:10]=2)=[CH:7][CH:8]=1 |f:1.2|. Procedure: A solution of methyl {4-[(1-{6-[4-(trifluoromethyl)phenyl]-2-pyridinyl}pentyl)oxy]phenyl}acetate (329 mg, 0.72 mmol) in THF (9.5 mL) and methanol (9.5 mL) was treated with aqueous NaOH (2M, 9.5 mL) drop-wise and the resulting solution stirred at rt for 17 hours. The volatile solvents were then removed under vacuum and the resulting aqueous mixture acidified with aqueous HCl (2M, 15 mL), diluted with water (100 mL) and the product extracted with DCM (2×100 mL). The combined organic layers were th... Reactants: NC1=C(C=CC(=C1)C(F)(F)F)N1CCOCC1 (4-(2-amino-4-trifluoromethylphenyl)morpholine), C(C)(=O)OC(C)=O (acetic anhydride). Solvent: C(OC)COC (dimethoxyethane). Yields the product C(C)(=O)NC1=C(C=CC(=C1)C(F)(F)F)N1CCOCC1 (4-(2-Acetamido-4-trifluoromethylphenyl)morpholine). Yield: 96.0%. RXN SMILES: [NH2:1][C:2]1[CH:7]=[C:6]([C:8]([F:11])([F:10])[F:9])[CH:5]=[CH:4][C:3]=1[N:12]1[CH2:17][CH2:16][O:15][CH2:14][CH2:13]1.[C:18](OC(=O)C)(=[O:20])[CH3:19]>C(COC)OC>[C:18]([NH:1][C:2]1[CH:7]=[C:6]([C:8]([F:9])([F:10])[F:11])[CH:5]=[CH:4][C:3]=1[N:12]1[CH2:13][CH2:14][O:15][CH2:16][CH2:17]1)(=[O:20])[CH3:19]. Procedure details: A mixture of 40 g. (16 mmoles) of 4-(2-amino-4-trifluoromethylphenyl)morpholine and 2.2 g. (22 mmoles) of acetic anhydride in 40 ml. of dry dimethoxyethane was heated at 70° C. for 10 hours. The reaction mixture was cooled to room temperature and then the solvent removed by evaporation under reduced pressure. The residue was dissolved in 100 ml. of methylene chloride and the solution washed with 5% sodium bicarbonate solution. After drying over anhydrous sodium sulfate, the solution was filtered... Starting materials: FC1=C(C2=C(C[C@@H](B(O2)O)OC)C=C1)C(=O)O ((R)-7-fluoro-2-hydroxy-3-methoxy-3,4-dihydro-2H-benzo[e][1,2]oxaborinine-8-carboxylic acid), NC=1SC(=NN1)S (2-amino-5-mercapto-1,3,4-thiadiazole). Yields the product NC1=NN=C(S1)S[C@@H]1B(OC2=C(C1)C=CC(=C2C(=O)O)F)O ((R)-3-(5-amino-1,3,4-thiadiazol-2-ylthio)-7-fluoro-2-hydroxy-3,4-dihydro-2H-benzo[e][1,2]oxaborinine-8-carboxylic acid). As a reaction SMILES: [F:1][C:2]1[CH:14]=[CH:13][C:5]2[CH2:6][C@H:7](OC)[B:8]([OH:10])[O:9][C:4]=2[C:3]=1[C:15]([OH:17])=[O:16].[NH2:18][C:19]1[S:20][C:21]([SH:24])=[N:22][N:23]=1>>[NH2:18][C:19]1[S:20][C:21]([S:24][C@H:7]2[CH2:6][C:5]3[CH:13]=[CH:14][C:2]([F:1])=[C:3]([C:15]([OH:17])=[O:16])[C:4]=3[O:9][B:8]2[OH:10])=[N:22][N:23]=1. Procedure details: Compound 23 was prepared from Compound 19G (example 19) following methods described in steps 5 and 6 of Example 1 utilizing 2-amino-5-mercapto-1,3,4-thiadiazole. Reactants: COc1ccc(-c2ccncc2)cc1Br, CN(C)C=O, [Na+], [Na+], O=C([O-])[O-], CC(=O)[O-], CC(=O)[O-], O, OB(O)c1ccccc1, [Pd+2], Cc1ccccc1P(c1ccccc1C)c1ccccc1C. Yields the product COc1ccc(-c2ccncc2)cc1-c1ccccc1. RXN SMILES: [Br:1][c:2]1[cH:3][c:4](-[c:10]2[cH:11][cH:12][n:13][cH:14][cH:15]2)[cH:5][cH:6][c:7]1[O:8][CH3:9].[CH3:53][N:54]([CH3:55])[CH:56]=[O:57].[Na+:47].[Na+:48].[O-:49][C:50](=[O:51])[O-:52].[O-:59][C:60]([CH3:61])=[O:62].[O-:63][C:64]([CH3:65])=[O:66].[OH2:67].[OH:16][B:17]([OH:18])[c:19]1[cH:20][cH:21][cH:22][cH:23][cH:24]1.[Pd+2:58].[c:25]1([CH3:26])[cH:27][cH:28][cH:29][cH:30][c:31]1[P:32]([c:33]1[cH:34][cH:35][cH:36][cH:37][c:38]1[CH3:39])[c:40]1[cH:41][cH:42][cH:43][cH:44][c:45]1[CH3:46]>>[c:2]1(-[c:19]2[cH:20][cH:21][cH:22][cH:23][cH:24]2)[cH:3][c:4](-[c:10]2[cH:11][cH:12][n:13][cH:14][cH:15]2)[cH:5][cH:6][c:7]1[O:8][CH3:9]. The reactants are C1(=CC=CC=C1)B(O)O (phenylboronic acid), Cl.N[C@H]1[C@@H](CCCC1)O (trans-2-Aminocyclohexanol hydrochloride), IC1COCCC1(OC)OC (3-iodo-4,4-dimethoxytetrahydro-2H-pyran), C[Si](C)(C)[N-][Si](C)(C)C.[Na+] (Sodium bis(trimethylsilyl)amide). Reagents/catalysts: O.O.O.O.O.O.[Ni](Cl)Cl (Nickel(II) chloride hexahydrate). Run in C1CCOC1 (THF). Conditions: temperature 0 celsius, time 8 hour. The product is C1(=CC=CC=C1)C1COCCC1=O (3-phenyldihydro-2H-pyran-4(3H)-one). Yield: 51.6%. Reaction SMILES: [C:1]1(B(O)O)[CH:6]=[CH:5][CH:4]=[CH:3][CH:2]=1.Cl.N[C@@H]1CCCC[C@H]1O.C[Si]([N-][Si](C)(C)C)(C)C.[Na+].I[CH:30]1[C:35](OC)([O:36]C)[CH2:34][CH2:33][O:32][CH2:31]1>C1COCC1.O.O.O.O.O.O.[Ni](Cl)Cl>[C:1]1([CH:30]2[C:35](=[O:36])[CH2:34][CH2:33][O:32][CH2:31]2)[CH:6]=[CH:5][CH:4]=[CH:3][CH:2]=1 |f:1.2,3.4,7.8.9.10.11.12.13|. Procedure details: To a stirred mixture of phenylboronic acid (16.81 g, 138 mmol), trans-2-Aminocyclohexanol hydrochloride (1.393 g, 9.19 mmol), and Nickel(II) chloride hexahydrate (1.092 g, 4.59 mmol) in THF (92 mL) at 0° C. was added Sodium bis(trimethylsilyl)amide (1.0 M in THF) (184 mL, 184 mmol) dropwise over 10 min. When the addition was complete, the reaction mixture was sparged with N2 for 15 min. To the reaction mixture at 0° C. was then added 2-Propanol (375 mL) (previously sparged with N2). The resultin...